From a dataset of the Open Reaction Database (ORD), a public repository of structured organic reaction records. describe an organic reaction: reactants, conditions, products, and yield The reactants are [H-].[H-].[H-].[H-].[Li+].[Al+3] (LiAlH4), C(C)OC(=O)C1=CC=2C(=NC=CC2OC)N1 (2-Ethoxycarbonyl-4-methoxypyrrolo-[2,3-b]pyridine), O (H2O). The solvent is C1CCOC1 (THF). The product is COC1=C2C(=NC=C1)NC(=C2)CO ((4-Methoxy-1H-pyrrolo[2,3-b]pyridin-2-yl)methanol). As a reaction SMILES: C([O:3][C:4]([C:6]1[NH:16][C:9]2=[N:10][CH:11]=[CH:12][C:13]([O:14][CH3:15])=[C:8]2[CH:7]=1)=O)C.[H-].[H-].[H-].[H-].[Li+].[Al+3].O>C1COCC1>[CH3:15][O:14][C:13]1[CH:12]=[CH:11][N:10]=[C:9]2[NH:16][C:6]([CH2:4][OH:3])=[CH:7][C:8]=12 |f:1.2.3.4.5.6|. Procedure details: To a suspension of 2-ethoxycarbonyl-4-methoxypyrrolo-[2,3-b]pyridine 3 (1.90 g, 8.62 mmol) in anhydrous THF (25 mL) was added LiAlH4 (0.218 g, 17.2 mmol) in small portions under N2 atmosphere. The mixture was stirred at reflux temperature for 50 min. After cooling, it was poured into cool H2O (20 mL) and extracted with EtOAc (4×15 mL). The combined organic layers were washed with brine (20 mL) and dried (Na2SO4). After filtration, the filtrate was concentrated to dryness and the residue was chro...